From a dataset of the Open Reaction Database (ORD), a public repository of structured organic reaction records. describe an organic reaction: reactants, conditions, products, and yield Reactants: BrC=1C=C(C=CC1)NC1=NC=NC2=CC=C(C=C12)NC=1C(C(C1OCC)=O)=O (3-[4-(3-Bromo-phenylamino)-quinazolin-6-ylamino]-4-ethoxy-cyclobut-3-ene-1,2-dione), CN (methylamine), O (water). Run in C(C)O (ethanol). The product is BrC=1C=C(C=CC1)NC1=NC=NC2=CC=C(C=C12)NC=1C(C(C1NC)=O)=O (3-[4-(3-Bromo-phenylamino)-quinazolin-6-ylamino]-4-methylamino-cyclobut-3-ene-1,2-dione). RXN SMILES: [Br:1][C:2]1[CH:3]=[C:4]([NH:8][C:9]2[C:18]3[C:13](=[CH:14][CH:15]=[C:16]([NH:19][C:20]4[C:21](=[O:28])[C:22](=[O:27])[C:23]=4OCC)[CH:17]=3)[N:12]=[CH:11][N:10]=2)[CH:5]=[CH:6][CH:7]=1.[CH3:29][NH2:30].O>C(O)C>[Br:1][C:2]1[CH:3]=[C:4]([NH:8][C:9]2[C:18]3[C:13](=[CH:14][CH:15]=[C:16]([NH:19][C:20]4[C:21](=[O:28])[C:22](=[O:27])[C:23]=4[NH:30][CH3:29])[CH:17]=3)[N:12]=[CH:11][N:10]=2)[CH:5]=[CH:6][CH:7]=1. Procedure: A mixture of 0.8 g of 3-[4-(3-Bromo-phenylamino)-quinazolin-6-ylamino]-4-ethoxy-cyclobut-3-ene-1,2-dione, 15 mL of 33 % methylamine, 5 mL of water, and 5 mL of ethanol was refluxed for 5 hr. The mixture was cooled to room temperature and the solid was collected and washed with ethanol and ether giving 0.45 g of 3-[4-(3-Bromo-phenylamino)-quinazolin-6-ylamino]-4-methylamino-cyclobut-3-ene-1,2-dione as a yellow powder: mass spectrum (m/e): M+H 426.0. Reactants: Cn1c(CN2CCN(C(=O)OC(C)(C)C)CC2(C)C)nc2c(N3CCOCC3)nc(Cl)nc21, ClCCl, O=C(O)C(F)(F)F. Product: Cn1c(CN2CCNCC2(C)C)nc2c(N3CCOCC3)nc(Cl)nc21. RXN SMILES: [C:1]([O:2][C:3](=[O:4])[N:8]1[CH2:9][C:10]([CH3:32])([CH3:33])[N:11]([CH2:14][c:15]2[n:16]([CH3:31])[c:17]3[n:18][c:19]([Cl:30])[n:20][c:21]([N:24]4[CH2:25][CH2:26][O:27][CH2:28][CH2:29]4)[c:22]3[n:23]2)[CH2:12][CH2:13]1)([CH3:5])([CH3:6])[CH3:7].[Cl:41][CH2:42][Cl:43].[F:34][C:35]([F:36])([F:37])[C:38]([OH:39])=[O:40]>>[NH:8]1[CH2:9][C:10]([CH3:32])([CH3:33])[N:11]([CH2:14][c:15]2[n:16]([CH3:31])[c:17]3[n:18][c:19]([Cl:30])[n:20][c:21]([N:24]4[CH2:25][CH2:26][O:27][CH2:28][CH2:29]4)[c:22]3[n:23]2)[CH2:12][CH2:13]1. Reactants: COC1=CC=C(C(=O)NC2=CC=CC=C2)C=C1 (4-Methoxy-N-phenyl-benzamide), CN(C(C1=CC=CC=C1)=O)C (N,N-dimethylbenzamide), C(CCC)[Li] (n-butyllithium), CC(C)O.C(=O)=O (IPA dry ice). Solvent: O1CCCC1 (tetrahydrofuran), O1CCCC1 (tetrahydrofuran). Conditions: time 0.5 hour. Yields the product OC1(N(C(C2=CC=C(C=C12)OC)=O)C1=CC=CC=C1)C1=CC=CC=C1 (3-Hydroxy-5-methoxy-2,3-diphenyl-2,3-dihydro-isoindol-1-one). Yield: 71.1%. Reaction SMILES: [CH3:1][O:2][C:3]1[CH:17]=[CH:16][C:6]([C:7]([NH:9][C:10]2[CH:15]=[CH:14][CH:13]=[CH:12][CH:11]=2)=[O:8])=[CH:5][CH:4]=1.C([Li])CCC.CC(O)C.C(=O)=O.CN(C)[C:32](=[O:39])[C:33]1[CH:38]=[CH:37][CH:36]=[CH:35][CH:34]=1>O1CCCC1>[OH:39][C:32]1([C:33]2[CH:38]=[CH:37][CH:36]=[CH:35][CH:34]=2)[C:5]2[C:6](=[CH:16][CH:17]=[C:3]([O:2][CH3:1])[CH:4]=2)[C:7](=[O:8])[N:9]1[C:10]1[CH:15]=[CH:14][CH:13]=[CH:12][CH:11]=1 |f:2.3|. Reported procedure: Combined under Ar 108 (3.00 g, 13.2 mmol) and tetrahydrofuran. Cooled in an IPA/dry ice bath. Added dropwise n-butyllithium solution (2.5M in hexanes, 11.1 mL, 27.8 mmol). Stirred 0.5 h with cooling then warmed over 0.5 h to −15° C. Recooled using IPA/dry ice and added a tetrahydrofuran solution of N,N-dimethylbenzamide (2.38 g, 15.8 mmol). Warmed to room temperature and quenched with water. Removed solvent in vacuo; added sat. sodium bicarbonate and extracted with ethyl acetate (3×). Dried comb... Reactants: C(CCCCCO)O (1,6-hexanediol), C(CCCCCCCCCCCCCC)N=C=O (n-pentadecylisocyanate). Solvent: C(COCCO)O (diethylene glycol). Yields the product C(CCCCCCCCCCCCCCCC)N=C=O (n-heptadecylisocyanate), title compound. As a reaction SMILES: [CH2:1](O)[CH2:2][CH2:3][CH2:4][CH2:5][CH2:6]O.[CH2:9]([N:24]=[C:25]=[O:26])[CH2:10][CH2:11][CH2:12][CH2:13][CH2:14][CH2:15][CH2:16][CH2:17][CH2:18][CH2:19]CCCC>C(O)COCCO>[CH2:9]([N:24]=[C:25]=[O:26])[CH2:10][CH2:11][CH2:12][CH2:13][CH2:14][CH2:15][CH2:16][CH2:17][CH2:18][CH2:19][CH2:6][CH2:5][CH2:4][CH2:3][CH2:2][CH3:1]. Procedure: Following the procedure described in preparation 4, but using 1,6-hexanediol and n-pentadecylisocyanate, instead of diethylene glycol and n-heptadecylisocyanate respectively, the title compound was obtained in a similar yield.